Dataset: the Open Reaction Database (ORD), a public repository of structured organic reaction records. Task: describe an organic reaction: reactants, conditions, products, and yield Product: CC(c1ccc(-c2ccc(=O)n(C(F)F)c2)cc1)N1CCC(CC(C)(C)O)(c2ccccc2)OC1=O. The reactants are O=c1ccc(Br)cn1C(F)F, O=C([O-])[O-], CC(=O)O, CO, [Cs+], [Cs+], N#N, C1COCCO1, O, CC(c1ccc(B2OC(C)(C)C(C)(C)O2)cc1)N1CCC(CC(C)(C)O)(c2ccccc2)OC1=O. RXN SMILES: [Br:36][c:37]1[cH:38][cH:39][c:40](=[O:46])[n:41]([CH:43]([F:44])[F:45])[cH:42]1.[C:47](=[O:48])([O-:49])[O-:50].[C:55]([OH:56])(=[O:57])[CH3:58].[CH3:59][OH:60].[Cs+:51].[Cs+:52].[N:53]#[N:54].[O:61]1[CH2:62][CH2:63][O:64][CH2:65][CH2:66]1.[OH2:67].[OH:1][C:2]([CH2:3][C:4]1([c:28]2[cH:29][cH:30][cH:31][cH:32][cH:33]2)[CH2:5][CH2:6][N:7]([CH:11]([CH3:12])[c:13]2[cH:14][cH:15][c:16]([B:19]3[O:20][C:21]([CH3:22])([CH3:23])[C:24]([CH3:25])([CH3:26])[O:27]3)[cH:17][cH:18]2)[C:8](=[O:10])[O:9]1)([CH3:34])[CH3:35]>>[OH:1][C:2]([CH2:3][C:4]1([c:28]2[cH:29][cH:30][cH:31][cH:32][cH:33]2)[CH2:5][CH2:6][N:7]([CH:11]([CH3:12])[c:13]2[cH:14][cH:15][c:16](-[c:37]3[cH:38][cH:39][c:40](=[O:46])[n:41]([CH:43]([F:44])[F:45])[cH:42]3)[cH:17][cH:18]2)[C:8](=[O:10])[O:9]1)([CH3:34])[CH3:35]. The reactants are Cc1cc(COc2ccc(C3=NOC(C=CC(=O)OC(C)(C)C)C3)cc2)c2ccccc2n1, CO, N. Yields the product Cc1cc(COc2ccc(C3=NOC(C(N)CC(=O)OC(C)(C)C)C3)cc2)c2ccccc2n1. As a reaction SMILES: [C:1]([CH3:2])([CH3:3])([CH3:4])[O:5][C:6]([CH:7]=[CH:8][CH:9]1[CH2:10][C:11]([c:14]2[cH:15][cH:16][c:17]([O:20][CH2:21][c:22]3[cH:23][c:24]([CH3:32])[n:25][c:26]4[cH:27][cH:28][cH:29][cH:30][c:31]34)[cH:18][cH:19]2)=[N:12][O:13]1)=[O:33].[CH3:35][OH:36].[NH3:34]>>[C:1]([CH3:2])([CH3:3])([CH3:4])[O:5][C:6]([CH2:7][CH:8]([CH:9]1[CH2:10][C:11]([c:14]2[cH:15][cH:16][c:17]([O:20][CH2:21][c:22]3[cH:23][c:24]([CH3:32])[n:25][c:26]4[cH:27][cH:28][cH:29][cH:30][c:31]34)[cH:18][cH:19]2)=[N:12][O:13]1)[NH2:34])=[O:33]. The reactants are FC1=C(C=CC=C1)C1CC(CC(C1)=O)=O (5-(2-fluorophenyl)-cyclohexane-1,3-dione), [N+](=O)(O)[O-] (nitric acid), ice water. Solvent: S(O)(O)(=O)=O (sulfuric acid). Yields the product FC1=C(C=C(C=C1)[N+](=O)[O-])C1CC(CC(C1)=O)=O (5-(2-fluoro-5-nitrophenyl)-cyclohexane-1,3-dione). Yield: 83.0%. Reaction SMILES: [F:1][C:2]1[CH:7]=[CH:6][CH:5]=[CH:4][C:3]=1[CH:8]1[CH2:13][C:12](=[O:14])[CH2:11][C:10](=[O:15])[CH2:9]1.[N+:16]([O-])([OH:18])=[O:17]>S(=O)(=O)(O)O>[F:1][C:2]1[CH:7]=[CH:6][C:5]([N+:16]([O-:18])=[O:17])=[CH:4][C:3]=1[CH:8]1[CH2:13][C:12](=[O:14])[CH2:11][C:10](=[O:15])[CH2:9]1. Procedure: 60 g of 5-(2-fluorophenyl)-cyclohexane-1,3-dione were dissolved in 500 ml of concentrated sulfuric acid at -20° C. and nitrated with 18.3 g of 98% strength nitric acid at -20° C. in the course of 60 minutes. The reaction mixture was stirred into 5 l of ice water, and the precipitated crystals were filtered off under suction and dried. 60.5 g (83% yield) of 5-(2-fluoro-5-nitrophenyl)-cyclohexane-1,3-dione of melting point 171°-173° C. were obtained. Reactants: CCOC(=O)N=NC(=O)OCC, C1CCOC1, O, Oc1cccc2ncccc12, OCCCl, c1ccc(P(c2ccccc2)c2ccccc2)cc1. Yields the product ClCCOc1cccc2ncccc12. As a reaction SMILES: [O:35]=[C:36]([O:37][CH2:38][CH3:39])[N:40]=[N:41][C:42]([O:43][CH2:44][CH3:45])=[O:46].[O:47]1[CH2:48][CH2:49][CH2:50][CH2:51]1.[OH2:52].[OH:1][c:2]1[c:3]2[cH:4][cH:5][cH:6][n:7][c:8]2[cH:9][cH:10][cH:11]1.[OH:31][CH2:32][CH2:33][Cl:34].[c:12]1([P:13]([c:14]2[cH:15][cH:16][cH:17][cH:18][cH:19]2)[c:20]2[cH:21][cH:22][cH:23][cH:24][cH:25]2)[cH:26][cH:27][cH:28][cH:29][cH:30]1>>[O:1]([c:2]1[c:3]2[cH:4][cH:5][cH:6][n:7][c:8]2[cH:9][cH:10][cH:11]1)[CH2:32][CH2:33][Cl:34]. The reactants are CC1(C)C2CCC1(CS(=O)(=O)O)C(=O)C2, COC(=O)C(O)CC(C)C, N=C(OC(c1ccc(F)cc1)c1ccc(Br)cc1)C(Cl)(Cl)Cl, ClCCl, [Na+], O=C([O-])O. Yields the product COC(=O)C(CC(C)C)OC(c1ccc(F)cc1)c1ccc(Br)cc1. As a reaction SMILES: [C:33]12([CH2:34][S:35]([OH:36])(=[O:37])=[O:38])[C:39]([CH3:40])([CH3:41])[CH:42]([CH2:43][CH2:44]1)[CH2:45][C:46]2=[O:47].[CH3:23][O:24][C:25]([CH:26]([OH:27])[CH2:28][CH:29]([CH3:30])[CH3:31])=[O:32].[Cl:1][C:2]([Cl:3])([Cl:4])[C:20](=[NH:21])[O:22][CH:5]([c:6]1[cH:7][cH:8][c:9]([F:12])[cH:10][cH:11]1)[c:13]1[cH:14][cH:15][c:16]([Br:19])[cH:17][cH:18]1.[Cl:53][CH2:54][Cl:55].[Na+:52].[O-:48][C:49]([OH:50])=[O:51]>>[CH:5]([c:6]1[cH:7][cH:8][c:9]([F:12])[cH:10][cH:11]1)([c:13]1[cH:14][cH:15][c:16]([Br:19])[cH:17][cH:18]1)[O:27][CH:26]([C:25]([O:24][CH3:23])=[O:32])[CH2:28][CH:29]([CH3:30])[CH3:31]. Reactants: CC(=O)[O-].[Na+] (NaOAc), N([C@@H](C)C(=O)N[C@@H](C)C(=O)N[C@@H](CC(O)=O)C(=O)O)C(=O)OCC1=CC=CC=C1 (ZAla-Ala-Asp), NC1=CC=C2C(=CC(OC2=C1)=O)C (7-amino-4-methylcoumarin). Reaction conditions: time 20 minute. Yields the product N[C@@H](CC(N)=O)C(=O)O (Asparagine). Reaction SMILES: CC([O-])=O.[Na+].N(C(OCC1C=CC=CC=1)=O)[C@H](C(N[C@H](C([NH:16][C@H:17]([C:22]([OH:24])=[O:23])[CH2:18][C:19](=O)[OH:20])=O)C)=O)C.[NH2:35]C1C=C2C(C(C)=CC(=O)O2)=CC=1>>[NH2:16][C@H:17]([C:22]([OH:24])=[O:23])[CH2:18][C:19](=[O:20])[NH2:35] |f:0.1|. Procedure: To a AEP (100 ng/well) in assay buffer (50 mM NaOAc, 300 mM NaCL, pH 4.5, 50 μL) was added 10 μL of the inhibitors (in PBS). The plate was then incubated at room temperature for 20 minutes. ZAla-Ala-Asp-MEC was then added (100 μM, Bachem, 60 μL) and 7-amino-4-methylcoumarin release was measured by fluorescence spectroscopy over time. Initial rates were plotted against inhibitor concentration.10 The reactants are C12CN(CC(CC1)O2)C2=NC(=NC(=N2)Cl)N2CCC(CC2)=O (1-(4-(8-oxa-3-azabicyclo[3.2.1]octan-3-yl)-6-chloro-1,3,5-triazin-2-yl)piperidin-4-one), NC1=CC=C(C=C1)B(O)O (4-aminophenylboronic acid), pinacol ester, C(C)O.C1(=CC=CC=C1)C (ethanol toluene). The reagents and catalysts are [Pd].C1(=CC=CC=C1)P(C1=CC=CC=C1)C1=CC=CC=C1.C1(=CC=CC=C1)P(C1=CC=CC=C1)C1=CC=CC=C1.C1(=CC=CC=C1)P(C1=CC=CC=C1)C1=CC=CC=C1.C1(=CC=CC=C1)P(C1=CC=CC=C1)C1=CC=CC=C1 (tetrakis(triphenylphosphine) palladium). Solvent: C([O-])([O-])=O.[Na+].[Na+] (sodium carbonate). The product is NC1=CC=C(C=C1)C1=NC(=NC(=N1)N1CC2CCC(C1)O2)N2CCC(CC2)=O (1-(4-(4-aminophenyl)-6-(8-oxa-3-azabicyclo[3.2.1]octan-3-yl)-1,3,5-triazin-2-yl)piperidin-4-one). As a reaction SMILES: [CH:1]12[O:8][CH:5]([CH2:6][CH2:7]1)[CH2:4][N:3]([C:9]1[N:14]=[C:13](Cl)[N:12]=[C:11]([N:16]3[CH2:21][CH2:20][C:19](=[O:22])[CH2:18][CH2:17]3)[N:10]=1)[CH2:2]2.[NH2:23][C:24]1[CH:29]=[CH:28][C:27](B(O)O)=[CH:26][CH:25]=1.C(O)C.C1(C)C=CC=CC=1>C(=O)([O-])[O-].[Na+].[Na+].[Pd].C1(P(C2C=CC=CC=2)C2C=CC=CC=2)C=CC=CC=1.C1(P(C2C=CC=CC=2)C2C=CC=CC=2)C=CC=CC=1.C1(P(C2C=CC=CC=2)C2C=CC=CC=2)C=CC=CC=1.C1(P(C2C=CC=CC=2)C2C=CC=CC=2)C=CC=CC=1>[NH2:23][C:24]1[CH:29]=[CH:28][C:27]([C:13]2[N:14]=[C:9]([N:3]3[CH2:4][CH:5]4[O:8][CH:1]([CH2:7][CH2:6]4)[CH2:2]3)[N:10]=[C:11]([N:16]3[CH2:21][CH2:20][C:19](=[O:22])[CH2:18][CH2:17]3)[N:12]=2)=[CH:26][CH:25]=1 |f:2.3,4.5.6,7.8.9.10.11|. Procedure details: A suspension of 1-(4-(8-oxa-3-azabicyclo[3.2.1]octan-3-yl)-6-chloro-1,3,5-triazin-2-yl)piperidin-4-one (1.0 g, 3.1 mmol), 4-aminophenylboronic acid, pinacol ester (1.0 g, 4.7 mmol), and tetrakis(triphenylphosphine) palladium (0.20 g, 0.17 mmol) in aqueous 2 M sodium carbonate solution (3 mL) and 1:1 ethanol/toluene (12 mL) was irradiated in the microwave at 120° C. for 1 hour. After cooling, the biphasic mixture was extracted thrice with ethyl acetate. The extracts were washed with saturated aqu... Starting materials: COC(=O)N[C@@H](C(=O)N1[C@@H](CCC1)C1=NC2=C(N1)C1=CC=C(C=C1CC2)C=2C=C1C=CC(=CC1=CC2)C2=CN=C(N2)[C@H]2N(CCC2)C([C@H](C(C)C)NC(OC)=O)=O)C2=CC=CC=C2 (methyl (S)-1-((S)-2-(5-(6-(2-((S)-1-((R)-2-methoxycarbonylamino-2-phenylacetyl)pyrrolidin-2-yl)-4,5-dihydro-1H-naphtho[1,2-d]imidazol-7-yl)naphthalen-2-yl)-1H-imidazol-2-yl)pyrrolidin-1-yl)-3-methyl-1-oxobutan-2-ylcarbamate), BrC=1C=C2C=CC(=CC2=CC1)C1=CN=C(N1)[C@H]1N(CCC1)C([C@H](C(C)C)NC(OC)=O)=O (methyl (S)-1-((S)-2-(5-(6-bromonaphthalen-2-yl)-1H-imidazol-2-yl)pyrrolidin-1-yl)-3-methyl-1-oxobutan-2-ylcarbamate). The product is COC(=O)N[C@@H](C(=O)N1[C@@H](CCC1)C1=NC2=C(N1)C1=CC=C(C=C1CC2)C=2C=C1C=CC(=CC1=CC2)C2=CN=C(N2)[C@H]2N(CCC2)C([C@H](C2CCOCC2)NC(OC)=O)=O)C2=CC=CC=C2 (Methyl (S)-2-((S)-2-(5-(6-(2-((S)-1-((R)-2-methoxycarbonylamino-2-phenylacetyl)pyrrolidin-2-yl)-4,5-dihydro-1H-naphtho[1,2-d]imidazol-7-yl)naphthalen-2-yl)-1H-imidazol-2-yl)pyrrolidin-1-yl)-2-oxo-1-(tetrahydro-2H-pyran-4-yl)ethylcarbamate). Reaction SMILES: [CH3:1][O:2][C:3]([NH:5][C@H:6]([C:58]1[CH:63]=[CH:62][CH:61]=[CH:60][CH:59]=1)[C:7]([N:9]1[CH2:13][CH2:12][CH2:11][C@H:10]1[C:14]1[NH:18][C:17]2[C:19]3[C:24]([CH2:25][CH2:26][C:16]=2[N:15]=1)=[CH:23][C:22]([C:27]1[CH:28]=[C:29]2[C:34](=[CH:35][CH:36]=1)[CH:33]=[C:32]([C:37]1[NH:41][C:40]([C@@H:42]4[CH2:46][CH2:45][CH2:44][N:43]4[C:47](=[O:57])[C@@H:48]([NH:52][C:53](=[O:56])[O:54][CH3:55])[CH:49]([CH3:51])[CH3:50])=[N:39][CH:38]=1)[CH:31]=[CH:30]2)=[CH:21][CH:20]=3)=[O:8])=[O:4].BrC1C=C2C(=CC=1)C=C(C1NC([C@@H]3CCCN3C(=O)[C@@H](N[C:91](=O)[O:92][CH3:93])C(C)C)=NC=1)C=C2>>[CH3:1][O:2][C:3]([NH:5][C@H:6]([C:58]1[CH:59]=[CH:60][CH:61]=[CH:62][CH:63]=1)[C:7]([N:9]1[CH2:13][CH2:12][CH2:11][C@H:10]1[C:14]1[NH:18][C:17]2[C:19]3[C:24]([CH2:25][CH2:26][C:16]=2[N:15]=1)=[CH:23][C:22]([C:27]1[CH:28]=[C:29]2[C:34](=[CH:35][CH:36]=1)[CH:33]=[C:32]([C:37]1[NH:41][C:40]([C@@H:42]4[CH2:46][CH2:45][CH2:44][N:43]4[C:47](=[O:57])[C@@H:48]([NH:52][C:53](=[O:56])[O:54][CH3:55])[CH:49]4[CH2:51][CH2:93][O:92][CH2:91][CH2:50]4)=[N:39][CH:38]=1)[CH:31]=[CH:30]2)=[CH:21][CH:20]=3)=[O:8])=[O:4]. Procedure: Title compound was synthesized using methods analogous to the preparation of methyl (S)-1-((S)-2-(5-(6-(2-((S)-1-((R)-2-methoxycarbonylamino-2-phenylacetyl)pyrrolidin-2-yl)-4,5-dihydro-1H-naphtho[1,2-d]imidazol-7-yl)naphthalen-2-yl)-1H-imidazol-2-yl)pyrrolidin-1-yl)-3-methyl-1-oxobutan-2-ylcarbamate, substituting methyl (S)-2-((S)-2-(5-(6-bromonaphthalen-2-yl)-1H-imidazol-2-yl)pyrrolidin-1-yl)-2-oxo-1-(tetrahydro-2H-pyran-4-yl)ethylcarbamate for methyl (S)-1-((S)-2-(5-(6-bromonaphthalen-2-yl)-1H...